Dataset: the Open Reaction Database (ORD), a public repository of structured organic reaction records. Task: describe an organic reaction: reactants, conditions, products, and yield Reagents/catalysts: [Cu] (copper). Conditions: time 4 hour. Starting materials: OCCCC(=O)OCC1=CC=CC=C1 (benzyl 4-hydroxybutyrate), [N+](=[N-])=CC(=O)OCC (ethyl diazoacetate), N#N (N2). Yields the product C(C)OC(=O)COCCCC(=O)OCC1=CC=CC=C1 (benzyl 4-ethoxycarbonylmethoxybutyrate). Procedure details: 65 g (0.33 tool) of benzyl 4-hydroxybutyrate and 260 mg of copper powder are charged to 120 ml of cyclohexane and the mixture is heated to reflux. Then a mixture of 38.7 ml (0.37 mol) of ethyl diazoacetate and 300 ml of cyclohexane are added, whereupon evolution of N2 ensues. The reaction mixture is stirred for 4 hours under reflux and then for 4 hours at room temperature, filtered over a glass fibre filter and concentrated by evaporation. The residue is chromatographed on silica gel with hexane... Run in C1CCCCC1 (cyclohexane), C1CCCCC1 (cyclohexane). As a reaction SMILES: [OH:1][CH2:2][CH2:3][CH2:4][C:5]([O:7][CH2:8][C:9]1[CH:14]=[CH:13][CH:12]=[CH:11][CH:10]=1)=[O:6].[N+](=[CH:17][C:18]([O:20][CH2:21][CH3:22])=[O:19])=[N-].N#N>[Cu].C1CCCCC1>[CH2:21]([O:20][C:18]([CH2:17][O:1][CH2:2][CH2:3][CH2:4][C:5]([O:7][CH2:8][C:9]1[CH:10]=[CH:11][CH:12]=[CH:13][CH:14]=1)=[O:6])=[O:19])[CH3:22]. Reactants: [OH-].[K+] (Potassium hydroxide), C1(=CC=CC=C1)O (phenol), ClC1=C(C=CC=C1)Cl (1,2-dichlorobenzene). Reagents/catalysts: [Cu]I (copper(I) iodide). Solvent: O (water). Run at temperature 160 celsius, time 24 hour. Yields the product C1=CC=C(C=C1)OC2=CC=CC=C2Cl (2-chlorodiphenyl ether). Yield: 56.7%. Reaction SMILES: [OH-].[K+].[C:3]1([OH:9])[CH:8]=[CH:7][CH:6]=[CH:5][CH:4]=1.[Cl:10][C:11]1[CH:16]=[CH:15][CH:14]=[CH:13][C:12]=1Cl>O.[Cu]I>[CH:6]1[CH:7]=[CH:8][C:3]([O:9][C:12]2[C:11]([Cl:10])=[CH:16][CH:15]=[CH:14][CH:13]=2)=[CH:4][CH:5]=1 |f:0.1|. Procedure details: 85% Potassium hydroxide powders (2.18 g; 0.033 mol, 1.1 equimolar amount) were added to phenol (4.23 g; 0.045 mol, 1.5 eq.) under heating, and 1,2-dichlorobenzene (4.41 g; 0.03 mol) and copper(I) iodide (0.29 g; 0.0015 mol) were added thereto, followed by stirring at 160° C. for 24 hours. The reaction mixture was diluted with water and extracted with ether. The extract was dried over anhydrous magnesium sulfate and concentrated under reduced pressure. The residue was purified by silica gel colum... Starting materials: [H-].[Al+3].[Li+].[H-].[H-].[H-] (lithium aluminum hydride), C(C)OC(=O)CC=1C(=NC2=CC=C(C=C2C1C1=CC=C(C=C1)F)OC)C(=O)OCC (ethyl 3-ethoxycarbonylmethyl-4-(4-fluorophenyl)-6-methoxyquinoline-2-carboxylate), O (Water). The solvent is C1CCOC1 (THF). Conditions: temperature 0 celsius, time 30 minute. The product is FC1=CC=C(C=C1)C1=C(C(=NC2=CC=C(C=C12)OC)CO)CCO (2-[4-(4-Fluorophenyl)-2-hydroxymethyl-6-methoxyquinolin-3-yl]-1-ethanol). Isolated yield 125.7%. Reaction SMILES: [H-].[Al+3].[Li+].[H-].[H-].[H-].C([O:9][C:10]([CH2:12][C:13]1[C:14]([C:32](OCC)=[O:33])=[N:15][C:16]2[C:21]([C:22]=1[C:23]1[CH:28]=[CH:27][C:26]([F:29])=[CH:25][CH:24]=1)=[CH:20][C:19]([O:30][CH3:31])=[CH:18][CH:17]=2)=O)C.O>C1COCC1>[F:29][C:26]1[CH:27]=[CH:28][C:23]([C:22]2[C:21]3[C:16](=[CH:17][CH:18]=[C:19]([O:30][CH3:31])[CH:20]=3)[N:15]=[C:14]([CH2:32][OH:33])[C:13]=2[CH2:12][CH2:10][OH:9])=[CH:24][CH:25]=1 |f:0.1.2.3.4.5|. Reported procedure: To a suspension of lithium aluminum hydride (180 mg) in THF (15 ml), ethyl 3-ethoxycarbonylmethyl-4-(4-fluorophenyl)-6-methoxyquinoline-2-carboxylate (1.0 g) was added, followed by stirring at 0° C. for 30 minutes. Water was added to the reaction mixture to stop the reaction; after the insoluble substances were filtered off, the product was extracted with ethyl acetate. After being washed with water, the extract was dried over magnesium sulfate and concentrated under reduced pressure to yield a ... Starting materials: NC1=C(C2=C(S1)C=CC=C2)C#N (2-aminobenzo[b]thiophene-3-carbonitrile), CN(C=O)C (dimethylformamide), FC1=C(C=CC(=C1)F)[N+](=O)[O-] (2,4-difluoronitrobenzene), C([O-])([O-])=O.[K+].[K+] (potassium carbonate). Run in C(C)(=O)OCC (ethyl acetate), O (water). Reaction conditions: temperature 55 celsius, time 5.5 hour. The product is FC=1C=CC(=C(NC2=C(C3=C(S2)C=CC=C3)C#N)C1)[N+](=O)[O-] (2-(5-fluoro-2-nitroanilino)benzo[b]thiophene-3-carbonitrile). As a reaction SMILES: [NH2:1][C:2]1[S:6][C:5]2[CH:7]=[CH:8][CH:9]=[CH:10][C:4]=2[C:3]=1[C:11]#[N:12].CN(C)C=O.F[C:19]1[CH:24]=[C:23]([F:25])[CH:22]=[CH:21][C:20]=1[N+:26]([O-:28])=[O:27].C(=O)([O-])[O-].[K+].[K+]>C(OCC)(=O)C.O>[F:25][C:23]1[CH:22]=[CH:21][C:20]([N+:26]([O-:28])=[O:27])=[C:19]([CH:24]=1)[NH:1][C:2]1[S:6][C:5]2[CH:7]=[CH:8][CH:9]=[CH:10][C:4]=2[C:3]=1[C:11]#[N:12] |f:3.4.5|. Procedure: To a solution of 2-aminobenzo[b]thiophene-3-carbonitrile (116 g), dimethylformamide (370 ml) and 2,4-difluoronitrobenzene (73 ml) was added pulverized potassium carbonate (276 g), and the mixture was stirred at 55° C. for 5.5 hours. The reaction mixture was stirred under ice-cooling for 30 minutes and water (1.9 L) was added. The mixture was further stirred for 30 minutes. The precipitated crystals were filtered by suction and washed with water (1.9 L) and dried in a drying box overnight to give...